Dataset: the Open Reaction Database (ORD), a public repository of structured organic reaction records. Task: describe an organic reaction: reactants, conditions, products, and yield The reactants are O=C1CC(SC2=CC=CC=C12)C(=O)O (4-oxo-thiochroman-2-carboxylic acid), C1(=CC=CC=C1)NN (phenyl hydrazine), CCO (EtOH). The solvent is OS(=O)(=O)O (H2SO4). Yields the product C(C)OC(=O)C1SC2=C(C=3NC4=CC=CC=C4C13)C=CC=C2 (6,11-dihydro-5-thia-11-aza-benzo[α]fluorene-6-carboxylic acid ethyl ester). Yield: 51.0%. As a reaction SMILES: O=[C:2]1[C:11]2[C:6](=[CH:7][CH:8]=[CH:9][CH:10]=2)[S:5][CH:4]([C:12]([OH:14])=[O:13])[CH2:3]1.[C:15]1([NH:21]N)[CH:20]=[CH:19][CH:18]=[CH:17][CH:16]=1.[CH3:23][CH2:24]O>OS(O)(=O)=O>[CH2:23]([O:14][C:12]([CH:4]1[C:3]2[C:20]3[C:15](=[CH:16][CH:17]=[CH:18][CH:19]=3)[NH:21][C:2]=2[C:11]2[CH:10]=[CH:9][CH:8]=[CH:7][C:6]=2[S:5]1)=[O:13])[CH3:24]. Reported procedure: To a solution of 4-oxo-thiochroman-2-carboxylic acid (3 g, 14 mmol) and phenyl hydrazine (1.4 ml, 14 mmol) in EtOH (14 ml), H2SO4 (1.8 ml) was added, and the mixture was heated at reflux for 5 hr. The reaction was cooled to room temperature and the solid, which formed overnight, was filtered, washed with cold EtOH and cold Et2O to give 2.26 g (51%) of 6,11-dihydro-5-thia-11-aza-benzo[α]fluorene-6-carboxylic acid ethyl ester as a crème solid. 1H NMR (CDCl3) δ 8.47 (1H, br s), 7.53-7.58 (1H, m), 7... The reactants are CCO, NN, O=[N+]([O-])c1ccc(NCCCN2CCOCC2)cc1, O, O. Yields the product Nc1ccc(NCCCN2CCOCC2)cc1. As a reaction SMILES: [CH3:23][CH2:24][OH:25].[NH2:21][NH2:22].[O:1]1[CH2:2][CH2:3][N:4]([CH2:7][CH2:8][CH2:9][NH:10][c:11]2[cH:12][cH:13][c:14]([N+:17]([O-:18])=[O:19])[cH:15][cH:16]2)[CH2:5][CH2:6]1.[OH2:20].[OH2:26]>>[O:1]1[CH2:2][CH2:3][N:4]([CH2:7][CH2:8][CH2:9][NH:10][c:11]2[cH:12][cH:13][c:14]([NH2:17])[cH:15][cH:16]2)[CH2:5][CH2:6]1. Reactants: solution, mixture, C1C=CC2C3C(CC(C12)C3)NC(OC(C)(C)C)=O (tert-butyl (3a,4,5,6,7,7a-hexahydro-1H-4,7-methanoinden-5-yl)carbamate), C1=CCC2C3C(CC(C12)C3)NC(OC(C)(C)C)=O (tert-butyl (3a,4,5,6,7,7a-hexahydro-3H-4,7-methanoinden-5-yl)carbamate), solution. The solvent is C1(=CC=CC=C1)C (toluene), C1(=CC=CC=C1)C (toluene), C1(=CC=CC=C1)C (toluene). Reaction conditions: time 24 hour. The product is OC1CC2C3CC(C(C2C1)C3)NC(OC(C)(C)C)=O (tert-butyl (2-hydroxyoctahydro-4,7-methanoinden-5-yl)carbamate). RXN SMILES: [CH2:1]1[CH:9]2[CH:4]([CH:5]3[CH2:10][CH:8]2[CH2:7][CH:6]3[NH:11][C:12](=[O:18])[O:13][C:14]([CH3:17])([CH3:16])[CH3:15])[CH:3]=[CH:2]1.C1C2C(C3CC2CC3NC(=O)[O:31]C(C)(C)C)CC=1>C1(C)C=CC=CC=1>[OH:31][CH:2]1[CH2:3][CH:4]2[CH:9]([CH:8]3[CH2:10][CH:5]2[CH:6]([NH:11][C:12](=[O:18])[O:13][C:14]([CH3:15])([CH3:17])[CH3:16])[CH2:7]3)[CH2:1]1. Reported procedure: 4.87 g of a mixture of tert-butyl (3a,4,5,6,7,7a-hexahydro-1H-4,7-methanoinden-5-yl)carbamate and tert-butyl (3a,4,5,6,7,7a-hexahydro-3H-4,7-methanoinden-5-yl)carbamate were dissolved in 30 ml of toluene (anhydrous) and, at RT, 20 ml of a 2 M solution of borane/dimethyl sulfide complex in toluene were added using a syringe. The mixture was stirred at RT for 24 hours, a further 10 ml of a 2 M solution of borane/dimethyl sulfide complex in toluene were added using a syringe, and the mixture was st... Reactants: C(#N)C(C(=O)OCC)C(CC\C=C(\CCC=C(C)C)/C)C (Ethyl (E)-2-cyano-3,7,11-trimethyl-6,10-dodecadienoate), Cl (hydrochloric acid), [OH-].[Na+] (sodium hydroxide), C(C(C)O)O (propylene glycol). Yields the product CC(CC#N)CC\C=C(\CCC=C(C)C)/C ((E)-3,7,11-Trimethyl-6,10-dodecadienonitrile). As a reaction SMILES: [C:1]([CH:3]([CH:9]([CH3:21])[CH2:10][CH2:11]/[CH:12]=[C:13](\[CH3:20])/[CH2:14][CH2:15][CH:16]=[C:17]([CH3:19])[CH3:18])C(OCC)=O)#[N:2].[OH-].[Na+].C(O)C(O)C.Cl>>[CH3:21][CH:9]([CH2:10][CH2:11]/[CH:12]=[C:13](\[CH3:20])/[CH2:14][CH2:15][CH:16]=[C:17]([CH3:19])[CH3:18])[CH2:3][C:1]#[N:2] |f:1.2|. Procedure details: To the entirety of the product obtained in the above (a) step, there were added 39 g. of sodium hydroxide and 120 ml. of propylene glycol, and the mixture was stirred at room temperature for 10 min. The reaction mixture was then made acidic by addition of 6N hydrochloric acid, and was then extracted with benzene. The extract was then washed with water and dried. The solvent was then removed by evaporation. The residue was dissolved in 120 ml. of pyridine, and the resulting solution was refluxed ... Starting materials: CCCCCCCCCCCCCCCCOc1ccc(-c2nc(CC(=O)OCC)c(OCC)o2)cc1, CO, [Na+], [OH-], O. Yields the product CCCCCCCCCCCCCCCCOc1ccc(-c2nc(CC(=O)O)c(OCC)o2)cc1. As a reaction SMILES: [CH2:1]([CH2:2][CH2:3][CH2:4][CH2:5][CH2:6][CH2:7][CH2:8][CH2:9][CH2:10][CH2:11][CH2:12][CH2:13][CH2:14][CH2:15][CH3:16])[O:17][c:18]1[cH:19][cH:20][c:21](-[c:24]2[o:25][c:26]([O:35][CH2:36][CH3:37])[c:27]([CH2:29][C:30](=[O:31])[O:32][CH2:33][CH3:34])[n:28]2)[cH:22][cH:23]1.[CH3:40][OH:41].[Na+:39].[OH-:38].[OH2:42]>>[CH2:1]([CH2:2][CH2:3][CH2:4][CH2:5][CH2:6][CH2:7][CH2:8][CH2:9][CH2:10][CH2:11][CH2:12][CH2:13][CH2:14][CH2:15][CH3:16])[O:17][c:18]1[cH:19][cH:20][c:21](-[c:24]2[o:25][c:26]([O:35][CH2:36][CH3:37])[c:27]([CH2:29][C:30](=[O:31])[OH:32])[n:28]2)[cH:22][cH:23]1. The reactants are C(CC)[Mg]Br (propylmagnesium bromide), Cl[SiH]1CCC(CC1)CCCCC1=CC(=C(C(=C1)F)OC(F)F)F (1-chloro-4-(4-(3,5-difluoro-4-difluoromethoxyphenyl)butyl)-1-silacyclohexane), resultant product. The solvent is C1CCOC1 (THF), C1CCOC1 (THF). Yields the product FC=1C=C(C=C(C1OC(F)F)F)CCCC[C@@H]1CC[Si@H](CC1)CCC (trans-4-(4-(3,5-difluoro-4-difluoromethoxyphenyl)butyl)-1-propyl-1-silacyclohexane). The yield is 85.0%. Reaction SMILES: [CH2:1]([Mg]Br)[CH2:2][CH3:3].Cl[SiH:7]1[CH2:12][CH2:11][CH:10]([CH2:13][CH2:14][CH2:15][CH2:16][C:17]2[CH:22]=[C:21]([F:23])[C:20]([O:24][CH:25]([F:27])[F:26])=[C:19]([F:28])[CH:18]=2)[CH2:9][CH2:8]1>C1COCC1>[F:28][C:19]1[CH:18]=[C:17]([CH2:16][CH2:15][CH2:14][CH2:13][C@H:10]2[CH2:11][CH2:12][Si@H:7]([CH2:1][CH2:2][CH3:3])[CH2:8][CH2:9]2)[CH:22]=[C:21]([F:23])[C:20]=1[O:24][CH:25]([F:27])[F:26]. Procedure: 50 ml (0.13 mols) of a THF solution of 2.5M of propylmagnesium bromide was dropped in a mixed solution of 36.9 g (0.1 mol) of 1-chloro-4-(4-(3,5-difluoro-4-difluoromethoxyphenyl)butyl)-1-silacyclohexane and 300 ml of THF. The resultant product was found to be a mixture of trans and cis isomers with respect to the silacyclohexane ring. The product was subjected to ordinary aftertreatments such as removal of solvent and salts, followed by isolation through chromatography to obtain 32.1 g (yield: 8... Starting materials: N1C=NC=C1 (imidazole), C(C)(C)(C)[Si](Cl)(C)C (t-butyldimethylchlorosilane), C(=O)(OC(C)(C)C)N[C@H]([C@H](C[C@H](C(=O)O)CC1=C(C(=C(C=C1)OC)OC)OC)O)CC1CCCCC1 (5(S)-(Boc-amino)-4(S)-hydroxy-6-cyclohexyl-2(R)-[(2,3,4-trimethoxyphenyl)methyl]hexanoic acid). Run in CN(C)C=O (DMF). Conditions: time 17 hour. Product: C(=O)(OC(C)(C)C)N[C@H]([C@H](C[C@H](C(=O)O)CC1=C(C(=C(C=C1)OC)OC)OC)O[Si](C)(C)C(C)(C)C)CC1CCCCC1 (5(S)-(Boc-Amino)-4(S)-(tert-butyldimethylsilyloxy)-6-cyclohexyl-2(R)-[(2,3,4-trimethoxyphenyl)methyl]hexanoic acid). As a reaction SMILES: [C:1]([NH:8][C@@H:9]([CH2:30][CH:31]1[CH2:36][CH2:35][CH2:34][CH2:33][CH2:32]1)[C@@H:10]([OH:29])[CH2:11][C@@H:12]([CH2:16][C:17]1[CH:22]=[CH:21][C:20]([O:23][CH3:24])=[C:19]([O:25][CH3:26])[C:18]=1[O:27][CH3:28])[C:13]([OH:15])=[O:14])([O:3][C:4]([CH3:7])([CH3:6])[CH3:5])=[O:2].N1C=CN=C1.[C:42]([Si:46]([CH3:49])([CH3:48])Cl)([CH3:45])([CH3:44])[CH3:43]>CN(C=O)C>[C:1]([NH:8][C@@H:9]([CH2:30][CH:31]1[CH2:36][CH2:35][CH2:34][CH2:33][CH2:32]1)[C@@H:10]([O:29][Si:46]([C:42]([CH3:45])([CH3:44])[CH3:43])([CH3:49])[CH3:48])[CH2:11][C@@H:12]([CH2:16][C:17]1[CH:22]=[CH:21][C:20]([O:23][CH3:24])=[C:19]([O:25][CH3:26])[C:18]=1[O:27][CH3:28])[C:13]([OH:15])=[O:14])([O:3][C:4]([CH3:7])([CH3:6])[CH3:5])=[O:2]. Procedure details: A solution of 598 mg (1.175 mmol) of 5(S)-(Boc-amino)-4(S)-hydroxy-6-cyclohexyl-2(R)-[(2,3,4-trimethoxyphenyl)methyl]hexanoic acid in 6 ml of DMF is treated, while being stirred, with 653 mg (9.4 mmol) of imidazole and 822 mg (5.287 mmol) of t-butyldimethylchlorosilane. After it has been stirred for 17 h at RT, and under argon, the reaction solution is poured onto ice-water and the whole is extracted with ethyl acetate. The organic phase is washed with 10% citric acid solution and saline (cold)....